Dataset: the Open Reaction Database (ORD), a public repository of structured organic reaction records. Task: describe an organic reaction: reactants, conditions, products, and yield Starting materials: CO, Cc1ccc(CC(O)C(=O)O)cc1Cl, O=S(Cl)Cl. Product: COC(=O)C(O)Cc1ccc(C)c(Cl)c1. As a reaction SMILES: [CH3:19][OH:20].[Cl:5][c:6]1[cH:7][c:8]([CH2:13][CH:14]([C:15](=[O:16])[OH:17])[OH:18])[cH:9][cH:10][c:11]1[CH3:12].[S:1]([Cl:2])([Cl:3])=[O:4]>>[Cl:5][c:6]1[cH:7][c:8]([CH2:13][CH:14]([C:15]([O:16][CH3:19])=[O:17])[OH:18])[cH:9][cH:10][c:11]1[CH3:12]. The reactants are COC(C(Br)C1=C(C=C(C=C1)OC)C(=O)OC)=O (2-(4-methoxyl-2-methoxycarbonyl-phenyl)-2-bromo-acetic acid methyl ester), OC1=C(C#N)C=CC=C1 (2-hydroxy-benzonitrile), COC(C(Br)C1=C(C=C(C=C1)Cl)C(=O)OC)=O (2-(4-chloro-2-methoxycarbonyl-phenyl)-2-bromo-acetic acid methyl ester), ClC=1C=CC(=C(C#N)C1)O (5-chloro-2-hydroxy-benzonitrile). Yields the product OC1=NC2=C(C3=CC=C(C=C13)OC)OC1=C2C=C(C=C1)Cl (5-hydroxyl-3-methoxy-8-chloro-benzofuro[3,2-c]isoquinoline). Reaction SMILES: COC(=O)[CH:4]([C:6]1[CH:11]=[CH:10][C:9]([O:12][CH3:13])=[CH:8][C:7]=1[C:14](OC)=[O:15])Br.COC(=O)C(C1C=CC(Cl)=CC=1C(OC)=O)Br.[Cl:36][C:37]1[CH:38]=[CH:39][C:40]([OH:45])=[C:41]([CH:44]=1)[C:42]#[N:43].OC1C=CC=CC=1C#N>>[OH:15][C:14]1[C:7]2[C:6](=[CH:11][CH:10]=[C:9]([O:12][CH3:13])[CH:8]=2)[C:4]2[O:45][C:40]3[CH:39]=[CH:38][C:37]([Cl:36])=[CH:44][C:41]=3[C:42]=2[N:43]=1. Procedure details: The procedure was similar to step S19B, while the starting material was 28A in stead of 19A, and used 5-chloro-2-hydroxy-benzonitrile in stead of 2-hydroxy-benzonitrile.